This data is from the Open Reaction Database (ORD), a public repository of structured organic reaction records. The task is: describe an organic reaction: reactants, conditions, products, and yield Starting materials: Cl.CNOC (N,O-dimethylhydroxylamine hydrochloride), Cl (hydrogen chloride), ClC=1C=C(C(=C(C1C#C)\N=N\N(CC)CC)C1=CC(=CC=C1)F)C(=O)O (4-chloro-6-[(1E)-3,3-diethyltriaz-l-en-l-yl]-5-ethynyl-3′-fluorobiphenyl-2-carboxylic acid), C(C)(C)N(C(C)C)CC (N,N-diisopropylethylamine), O-(benzotriazol-1-yl)-N,N,N,′N′-tetramethyluronium hexafluorophosphate. Solvent: O (water), CN(C=O)C (N,N-dimethylformamide). Run at temperature 20 celsius, time 5 minute. The product is ClC=1C=C(C(=C(C1C#C)\N=N\N(CC)CC)C1=CC(=CC=C1)F)C(=O)N(C)OC (4-Chloro-6-[(1E)-3,3-diethyltriaz-1-en-1-yl]-5-ethynyl-3′-fluoro-N-methoxy-N-methylbiphenyl-2-carboxamide). Yield: 91.2%. RXN SMILES: [Cl:1][C:2]1[CH:3]=[C:4]([C:24](O)=[O:25])[C:5]([C:17]2[CH:22]=[CH:21][CH:20]=[C:19]([F:23])[CH:18]=2)=[C:6](/[N:10]=[N:11]/[N:12]([CH2:15][CH3:16])[CH2:13][CH3:14])[C:7]=1[C:8]#[CH:9].C(N(CC)C(C)C)(C)C.Cl.[CH3:37][NH:38][O:39][CH3:40].Cl>CN(C)C=O.O>[Cl:1][C:2]1[CH:3]=[C:4]([C:24]([N:38]([O:39][CH3:40])[CH3:37])=[O:25])[C:5]([C:17]2[CH:22]=[CH:21][CH:20]=[C:19]([F:23])[CH:18]=2)=[C:6](/[N:10]=[N:11]/[N:12]([CH2:15][CH3:16])[CH2:13][CH3:14])[C:7]=1[C:8]#[CH:9] |f:2.3|. Procedure: A solution of 4-chloro-6-[(1E)-3,3-diethyltriaz-l-en-l-yl]-5-ethynyl-3′-fluorobiphenyl-2-carboxylic acid (2.7 g, 7.1 mmol) in N,N-dimethylformamide (14 mL) was treated with N,N-diisopropylethylamine (4.3 mL, 25 mmol) followed by O-(benzotriazol-1-yl)-N,N,N,′N′-tetramethyluronium hexafluorophosphate (3.5 g, 9.3 mmol) and stirred at 20° C. for 5 minutes. The reaction mixture was treated with N,O-dimethylhydroxylamine hydrochloride (0.9 g, 9.3 mmol) and stirred at 20° C. for 1 hour. The reaction mi... The reactants are ClC1=CC2=C(SC(=C2C(F)(F)F)C(=O)O)C=C1 (5-Chloro-3-trifluoromethyl-benzo[b]thiophene-2-carboxylic acid), C(=O)(C(=O)Cl)Cl ((COCl)2). Reagents/catalysts: CN(C)C=O (DMF). Run in C(Cl)Cl (CH2Cl2). Reaction conditions: time 18 hour. Yields the product ClC1=CC2=C(SC(=C2C(F)(F)F)C(=O)Cl)C=C1 (5-Chloro-3-trifluoromethyl-benzo[b]thiophene-2-carbonyl chloride). As a reaction SMILES: [Cl:1][C:2]1[CH:17]=[CH:16][C:5]2[S:6][C:7]([C:13](O)=[O:14])=[C:8]([C:9]([F:12])([F:11])[F:10])[C:4]=2[CH:3]=1.C(Cl)(C([Cl:22])=O)=O>C(Cl)Cl.CN(C=O)C>[Cl:1][C:2]1[CH:17]=[CH:16][C:5]2[S:6][C:7]([C:13]([Cl:22])=[O:14])=[C:8]([C:9]([F:12])([F:11])[F:10])[C:4]=2[CH:3]=1. Procedure details: To compound 18f in CH2Cl2 (5 mL) at room temperature was added (COCl)2, followed by 2 drops of DMF. The reaction mixture was stirred at room temperature for 18 h. The reaction mixture was then concentrated to give compound 18g. Reactants: CCCCP(CCCC)CCCC, CC(C)(O)C#N, CCOC(C)=O, O=S(=O)(c1ccc(C(CC2CCOCC2)c2ccc(-c3ccc(CO)cn3)[nH]2)cc1)C1CC1, O=C(N=NC(=O)N1CCCCC1)N1CCCCC1, C1CCOC1. Product: N#CCc1ccc(-c2ccc(C(CC3CCOCC3)c3ccc(S(=O)(=O)C4CC4)cc3)[nH]2)nc1. RXN SMILES: [CH2:40]([P:41]([CH2:42][CH2:43][CH2:44][CH3:45])[CH2:46][CH2:47][CH2:48][CH3:49])[CH2:50][CH2:51][CH3:52].[CH3:34][C:35]([C:36]#[N:37])([CH3:38])[OH:39].[CH3:76][CH2:77][O:78][C:79](=[O:80])[CH3:81].[CH:1]1([S:4](=[O:5])(=[O:6])[c:7]2[cH:8][cH:9][c:10]([CH:13]([CH2:14][CH:15]3[CH2:16][CH2:17][O:18][CH2:19][CH2:20]3)[c:21]3[cH:22][cH:23][c:24](-[c:26]4[cH:27][cH:28][c:29]([CH2:32][OH:33])[cH:30][n:31]4)[nH:25]3)[cH:11][cH:12]2)[CH2:2][CH2:3]1.[N:53]([C:54]([N:55]1[CH2:56][CH2:57][CH2:58][CH2:59][CH2:60]1)=[O:61])=[N:62][C:63]([N:64]1[CH2:65][CH2:66][CH2:67][CH2:68][CH2:69]1)=[O:70].[O:71]1[CH2:72][CH2:73][CH2:74][CH2:75]1>>[CH:1]1([S:4](=[O:5])(=[O:6])[c:7]2[cH:8][cH:9][c:10]([CH:13]([CH2:14][CH:15]3[CH2:16][CH2:17][O:18][CH2:19][CH2:20]3)[c:21]3[cH:22][cH:23][c:24](-[c:26]4[cH:27][cH:28][c:29]([CH2:32][C:36]#[N:37])[cH:30][n:31]4)[nH:25]3)[cH:11][cH:12]2)[CH2:2][CH2:3]1. The reactants are BrC1=CC2=C(N1C(C)C)C(N(C2=O)C2CCOCC2)C2=C(C=C(C=C2)Cl)C (2-bromo-6-(4-chloro-2-methyl-phenyl)-1-isopropyl-5-(tetrahydro-pyran-4-yl)-5,6-dihydro-1H-pyrrolo[3,4-b]pyrrol-4-one), C(#N)C=1C=CC(=C(C1)B(O)O)OC (5-cyano-2-methoxyphenylboronic acid), COC1=C(C=CC=C1)B(O)O (2-methoxyphenylboronic acid), BrC1=CC2=C(N1C(C)C)C(N(C2=O)C2=C(C=CC(=C2)Cl)C)C2=CC=C(C=C2)Cl (2-bromo-5-(5-chloro-2-methyl-phenyl)-6-(4-chloro-phenyl)-1-isopropyl-5,6-dihydro-1H-pyrrolo[3,4-b]pyrrol-4-one). The product is ClC1=CC(=C(C=C1)C1N(C(C2=C1N(C(=C2)C2=C(C=CC=C2)OC)C(C)C)=O)C2CCOCC2)C (6-(4-Chloro-2-methyl-phenyl)-1-isopropyl-2-(2-methoxy-phenyl)-5-(tetrahydro-pyran-4-yl)-5,6-dihydro-1H-pyrrolo[3,4-b]pyrrol-4-one). RXN SMILES: Br[C:2]1[N:6]([CH:7]([CH3:9])[CH3:8])[C:5]2[CH:10]([C:20]3[CH:25]=[CH:24][C:23]([Cl:26])=[CH:22][C:21]=3[CH3:27])[N:11]([CH:14]3[CH2:19][CH2:18][O:17][CH2:16][CH2:15]3)[C:12](=[O:13])[C:4]=2[CH:3]=1.[CH3:28][O:29][C:30]1[CH:35]=[CH:34][CH:33]=[CH:32][C:31]=1B(O)O.BrC1N(C(C)C)C2C(C3C=CC(Cl)=CC=3)N(C3C=C(Cl)C=CC=3C)C(=O)C=2C=1.C(C1C=CC(OC)=C(B(O)O)C=1)#N>>[Cl:26][C:23]1[CH:24]=[CH:25][C:20]([CH:10]2[C:5]3[N:6]([CH:7]([CH3:9])[CH3:8])[C:2]([C:31]4[CH:32]=[CH:33][CH:34]=[CH:35][C:30]=4[O:29][CH3:28])=[CH:3][C:4]=3[C:12](=[O:13])[N:11]2[CH:14]2[CH2:19][CH2:18][O:17][CH2:16][CH2:15]2)=[C:21]([CH3:27])[CH:22]=1. Procedure: The title compound was prepared in analogy to the procedure described for Example 17 but 2-bromo-6-(4-chloro-2-methyl-phenyl)-1-isopropyl-5-(tetrahydro-pyran-4-yl)-5,6-dihydro-1H-pyrrolo[3,4-b]pyrrol-4-one (Intermediate AK) and 2-methoxyphenylboronic acid were used instead of 2-bromo-5-(5-chloro-2-methyl-phenyl)-6-(4-chloro-phenyl)-1-isopropyl-5,6-dihydro-1H-pyrrolo[3,4-b]pyrrol-4-one and 5-cyano-2-methoxyphenylboronic acid respectively. The title compound was obtained as a white solid. tR: 7.52...